Dataset: the Open Reaction Database (ORD), a public repository of structured organic reaction records. Task: describe an organic reaction: reactants, conditions, products, and yield Starting materials: ClC1=C2CCCNC2=NC=C1 (5-chloro-1,2,3,4-tetrahydro-[1,8]naphthyridine), BrN1C(CCC1=O)=O (N-bromosuccinimide). Run in C(Cl)Cl (DCM). Conditions: time 2 hour. Product: BrC=1C(=C2CCCNC2=NC1)Cl (6-bromo-5-chloro-1,2,3,4-tetrahydro-[1,8]naphthyridine). Isolated yield 91.6%. RXN SMILES: [Cl:1][C:2]1[CH:11]=[CH:10][N:9]=[C:8]2[C:3]=1[CH2:4][CH2:5][CH2:6][NH:7]2.[Br:12]N1C(=O)CCC1=O>C(Cl)Cl>[Br:12][C:11]1[C:2]([Cl:1])=[C:3]2[C:8](=[N:9][CH:10]=1)[NH:7][CH2:6][CH2:5][CH2:4]2. Procedure: To a solution of 5-chloro-1,2,3,4-tetrahydro-[1,8]naphthyridine (500 mg, 3.0 mmol) in DCM (40 mL) is added N-bromosuccinimide (530 mg, 3.0 mmol). The reaction mixture is stirred at room temperature for 2 hrs. The reaction mixture is concentrated to give the crude product. Purification by flash column chromatography affords 680 mg of 6-bromo-5-chloro-1,2,3,4-tetrahydro-[1,8]naphthyridine.